Dataset: the Open Reaction Database (ORD), a public repository of structured organic reaction records. Task: describe an organic reaction: reactants, conditions, products, and yield Procedure details: A solution of the 9-[(2-chlorophenyl)methyl]-4-hydroxy-5-carbomethoxy carbazole (238 mg, 0.43 mM) in 20 mL THF and 25 mL concentrated aqueous ammonium hydroxide was sonicated for 20 hours at 40-50° C. The mixture was diluted with ethyl acetate and acidified to pH 1 with 5 N HCl. The aqueous layer was extracted twice with ethyl acetate. The combined organic extracts were washed with saturated brine, dried over magnesium sulfate, filtered, and concentrated. The residue was purified by column chrom... The solvent is C(C)(=O)OCC (ethyl acetate), C1CCOC1 (THF). Product: ClC1=C(C=CC=C1)CN1C2=CC=CC(=C2C=2C(=CC=CC12)O)C(N)=O (9-[(2-chlorophenyl)methyl]-4-hydroxy-5-carbamoyl carbazole). Reactants: ClC1=C(C=CC=C1)CN1C2=CC=CC(=C2C=2C(=CC=CC12)O)C(=O)OC (9-[(2-chlorophenyl)methyl]-4-hydroxy-5-carbomethoxy carbazole), [OH-].[NH4+] (ammonium hydroxide), Cl (HCl). As a reaction SMILES: [Cl:1][C:2]1[CH:7]=[CH:6][CH:5]=[CH:4][C:3]=1[CH2:8][N:9]1[C:21]2[CH:20]=[CH:19][CH:18]=[C:17]([OH:22])[C:16]=2[C:15]2[C:10]1=[CH:11][CH:12]=[CH:13][C:14]=2[C:23]([O:25]C)=O.Cl.[OH-].[NH4+:29]>C1COCC1.C(OCC)(=O)C>[Cl:1][C:2]1[CH:7]=[CH:6][CH:5]=[CH:4][C:3]=1[CH2:8][N:9]1[C:21]2[CH:20]=[CH:19][CH:18]=[C:17]([OH:22])[C:16]=2[C:15]2[C:10]1=[CH:11][CH:12]=[CH:13][C:14]=2[C:23](=[O:25])[NH2:29] |f:2.3|. Isolated yield 38.0%. Reactants: N[C@]12[C@@H]([C@H]3CC[C@@H]4[C@]5(CC=C(C([C@@H]5CC[C@]4([C@@]3(CC1)C)C)(C)C)C1=CC=C(C(=O)OC)C=C1)C)[C@@H](CC2)C(=C)C (methyl 4-((1R,3aS,5aR,5bR,7aR,11aS,11bR,13aR,13bR)-3a-amino-5a,5b,8,8,11a-pentamethyl-1-(prop-1-en-2-yl)-2,3,3a,4,5,5a,5b,6,7,7a,8,11,11a,11b,12,13,13a,13b-octadecahydro-1H-cyclopenta[a]chrysen-9-yl)benzoate), C(C1=CC=CO1)=O (furfural), C(C1=CC=CO1)=O (furfural), [Na] (sodium), C(C)(=O)O[BH-](OC(C)=O)OC(C)=O.[Na+] (sodium triacetoxyborohydride). Reagents/catalysts: CC([O-])C.[Ti+4].CC([O-])C.CC([O-])C.CC([O-])C (titanium(IV) isopropoxide). Solvent: ClCCCl (DCE). Reaction conditions: time 1 hour. Yields the product O1C(=CC=C1)CN[C@]12[C@@H]([C@H]3CC[C@@H]4[C@]5(CC=C(C([C@@H]5CC[C@]4([C@@]3(CC1)C)C)(C)C)C1=CC=C(C(=O)OC)C=C1)C)[C@@H](CC2)C(=C)C (methyl 4-((1R,3aS,5aR,5bR,7aR,11aS,11bR,13aR,13bR)-3a-(furan-2-ylmethylamino)-5a,5b,8,8,11a-pentamethyl-1-(prop-1-en-2-yl)-2,3,3a,4,5,5a,5b,6,7,7a,8,11,11a,11b,12,13,13a,13b-octadecahydro-1H-cyclopenta[a]chrysen-9-yl)benzoate). Isolated yield 90.9%. As a reaction SMILES: [NH2:1][C@:2]12[CH2:37][CH2:36][C@@H:35]([C:38]([CH3:40])=[CH2:39])[C@@H:3]1[C@@H:4]1[C@@:17]([CH3:20])([CH2:18][CH2:19]2)[C@@:16]2([CH3:21])[C@@H:7]([C@:8]3([CH3:34])[C@@H:13]([CH2:14][CH2:15]2)[C:12]([CH3:23])([CH3:22])[C:11]([C:24]2[CH:33]=[CH:32][C:27]([C:28]([O:30][CH3:31])=[O:29])=[CH:26][CH:25]=2)=[CH:10][CH2:9]3)[CH2:6][CH2:5]1.[CH:41](=O)[C:42]1[O:46][CH:45]=[CH:44][CH:43]=1.C(O[BH-](OC(=O)C)OC(=O)C)(=O)C.[Na+].[Na]>ClCCCl.CC(C)[O-].[Ti+4].CC(C)[O-].CC(C)[O-].CC(C)[O-]>[O:46]1[CH:45]=[CH:44][CH:43]=[C:42]1[CH2:41][NH:1][C@:2]12[CH2:37][CH2:36][C@@H:35]([C:38]([CH3:40])=[CH2:39])[C@@H:3]1[C@@H:4]1[C@@:17]([CH3:20])([CH2:18][CH2:19]2)[C@@:16]2([CH3:21])[C@@H:7]([C@:8]3([CH3:34])[C@@H:13]([CH2:14][CH2:15]2)[C:12]([CH3:22])([CH3:23])[C:11]([C:24]2[CH:25]=[CH:26][C:27]([C:28]([O:30][CH3:31])=[O:29])=[CH:32][CH:33]=2)=[CH:10][CH2:9]3)[CH2:6][CH2:5]1 |f:2.3,6.7.8.9.10,^1:61|. Procedure: To a solution of methyl 4-((1R,3aS,5aR,5bR,7aR,11aS,11bR,13aR,13bR)-3a-amino-5a,5b,8,8,11a-pentamethyl-1-(prop-1-en-2-yl)-2,3,3a,4,5,5a,5b,6,7,7a,8,11,11a,11b,12,13,13a,13b-octadecahydro-1H-cyclopenta[a]chrysen-9-yl)benzoate (30 mg, 0.055 mmol) in DCE (0.5 mL) was added furfural (5.71 μL, 0.069 mmol) and titanium(IV) isopropoxide (0.020 mL, 0.069 mmol). The mixture was stirred at rt for 1 h and sodium triacetoxyborohydride (23.38 mg, 0.110 mmol) was added. After stirring the mixture for 16 h at ... Starting materials: CC(=O)NC(Cc1cc(F)cc(F)c1)C(OCc1ccccc1)C(CO)NC(=O)OC(C)(C)C, C=COCCC(C)(C)C, CC#N, CCOC(C)=O, O=C1CCC(=O)N1I. Yields the product CC(=O)NC(Cc1cc(F)cc(F)c1)C(OCc1ccccc1)C(COC(CI)OCCC(C)(C)C)NC(=O)OC(C)(C)C. As a reaction SMILES: [C:1]([CH3:2])([CH3:3])([CH3:4])[O:5][C:6]([NH:7][CH:8]([CH:9]([CH:10]([CH2:11][c:12]1[cH:13][c:14]([F:19])[cH:15][c:16]([F:18])[cH:17]1)[NH:20][C:21]([CH3:22])=[O:23])[O:24][CH2:25][c:26]1[cH:27][cH:28][cH:29][cH:30][cH:31]1)[CH2:32][OH:33])=[O:34].[CH3:35][C:36]([CH2:37][CH2:38][O:39][CH:40]=[CH2:41])([CH3:42])[CH3:43].[CH3:52][C:53]#[N:54].[CH3:55][CH2:56][O:57][C:58](=[O:59])[CH3:60].[I:44][N:45]1[C:46](=[O:47])[CH2:48][CH2:49][C:50]1=[O:51]>>[C:1]([CH3:2])([CH3:3])([CH3:4])[O:5][C:6]([NH:7][CH:8]([CH:9]([CH:10]([CH2:11][c:12]1[cH:13][c:14]([F:19])[cH:15][c:16]([F:18])[cH:17]1)[NH:20][C:21]([CH3:22])=[O:23])[O:24][CH2:25][c:26]1[cH:27][cH:28][cH:29][cH:30][cH:31]1)[CH2:32][O:33][CH:40]([O:39][CH2:38][CH2:37][C:36]([CH3:35])([CH3:42])[CH3:43])[CH2:41][I:44])=[O:34].